From a dataset of the Open Reaction Database (ORD), a public repository of structured organic reaction records. describe an organic reaction: reactants, conditions, products, and yield Product: S1C2=C(C(=C1)C(C(=O)O)NC1=CC(=CC=C1)F)C=CC=C2 (2-(benzo[b]thiophen-3-yl)-2-(3-fluorophenylamino)acetic acid). Reaction conditions: time 4 hour. RXN SMILES: [S:1]1[CH:5]=[C:4](B(O)O)[C:3]2[CH:9]=[CH:10][CH:11]=[CH:12][C:2]1=2.[F:13][C:14]1[CH:15]=[C:16]([CH:18]=[CH:19][CH:20]=1)[NH2:17].O.O=[CH:23][C:24]([OH:26])=[O:25]>C(#N)C>[S:1]1[CH:5]=[C:4]([CH:23]([NH:17][C:16]2[CH:18]=[CH:19][CH:20]=[C:14]([F:13])[CH:15]=2)[C:24]([OH:26])=[O:25])[C:3]2[CH:9]=[CH:10][CH:11]=[CH:12][C:2]1=2 |f:2.3|. Reported procedure: A mixture of benzo[b]thiophen-3-ylboronic acid (400 mg, 2.25 mmol), 3-fluoroaniline (217 μl, 2.25 mmol), and 2-oxoacetic acid hydrate (207 mg, 2.25 mmol) in acetonitrile (20 ml) was stirred at room temperature for 4 hours. The solvent was removed under vacuum and the crude was used as such in the next step. The solvent is C(C)#N (acetonitrile). Starting materials: S1C2=C(C(=C1)B(O)O)C=CC=C2 (benzo[b]thiophen-3-ylboronic acid), FC=1C=C(N)C=CC1 (3-fluoroaniline), O.O=CC(=O)O (2-oxoacetic acid hydrate).